From a dataset of the Open Reaction Database (ORD), a public repository of structured organic reaction records. describe an organic reaction: reactants, conditions, products, and yield The reactants are COC(C=1SC=C(C1)C#C)OC (2-Dimethoxymethyl-4-ethynylthiophene), Pd[C], C(OC)(OC)OC (trimethyl orthoformate). Reagents/catalysts: OS(=O)(=O)O (H2SO4). Solvent: CO (methanol). The product is COC(C=1SC=C(C1)CC)OC (2-Dimethoxymethyl-4-ethylthiophene). Reaction SMILES: [CH3:1][O:2][CH:3]([O:11][CH3:12])[C:4]1[S:5][CH:6]=[C:7]([C:9]#[CH:10])[CH:8]=1.C(OC)(OC)OC>CO.OS(O)(=O)=O>[CH3:1][O:2][CH:3]([O:11][CH3:12])[C:4]1[S:5][CH:6]=[C:7]([CH2:9][CH3:10])[CH:8]=1. Procedure details: 2-Dimethoxymethyl-4-ethynylthiophene (15 g, 0.082 mol) was mixed with 1.5 g Pd[C] in 200 mL of methanol and hydrogenated for 4 hr at 44-31 psi. The mixture was filtered through glass fiber paper and concentrated. The residue (11.6 g) was dissolved in 60 mL of methanol and treated with trimethyl orthoformate (19 g, 0.18 mol) and H2SO4 (6 drops) in a flask equipped with a reflux condenser and drying tube. The mixture was heated at reflux for 70 min, cooled, and poured into 200 mL of saturated aque... The reactants are C(N)(=O)C1(CCNCC1)N1CCCCC1 (4-carbamoyl-4-piperidino-piperidine). The reagents and catalysts are [Pd] (palladium-on-charcoal). Solvent: O (water). Product: O=C1NC2N(CCCC2)C12CCNCC2 (1,2,3,5,6,7,8,8a-octahydro-2-oxo-imidazo[1,2-a]pyridine-3-spiro-4'-piperidine). Reaction SMILES: [C:1]([C:4]1([N:10]2[CH2:15][CH2:14][CH2:13][CH2:12][CH2:11]2)[CH2:9][CH2:8][NH:7][CH2:6][CH2:5]1)(=[O:3])[NH2:2]>[Pd].O>[O:3]=[C:1]1[C:4]2([CH2:9][CH2:8][NH:7][CH2:6][CH2:5]2)[N:10]2[CH2:15][CH2:14][CH2:13][CH2:12][CH:11]2[NH:2]1. Reported procedure: A mixture of 5 g of 4-carbamoyl-4-piperidino-piperidine, 0.5 g of 5% palladium-on-charcoal catalyst and 50 ml of water is boiled under reflux for 50 hours. The reaction mixture is then cooled, and the catalyst is removed by filtration. The filtrate is concentrated and allowed to stand. The precipitated crystals are collected by filtration, dried and recrystallized from chloroform to give 1,2,3,5,6,7,8,8a-octahydro-2-oxo-imidazo[1,2-a]pyridine-3-spiro-4'-piperidine as colorless crystals, m.p. 193... The reactants are C(CCC)O (1-butanol), NC=1C=C2CCN(CC2=CC1)C(=O)OC(C)(C)C (6-amino-2N-Boc-1,2,3,4-tetrahydroisoquinoline), ClC=1OC2=C(N1)C=CC=C2 (2-chlorobenzoxazole). The solvent is C(C)(=O)OCC (ethyl acetate). Product: Cl.O1C(=NC2=C1C=CC=C2)NC=2C=C1CCNCC1=CC2 (benzoxazol-2-yl-(1,2,3,4-tetrahydro-isoquinolin-6-yl)-amine hydrochloride). Yield: 65.0%. RXN SMILES: C(O)CCC.[NH2:6][C:7]1[CH:8]=[C:9]2[C:14](=[CH:15][CH:16]=1)[CH2:13][N:12](C(OC(C)(C)C)=O)[CH2:11][CH2:10]2.[Cl:24][C:25]1[O:26][C:27]2[CH:33]=[CH:32][CH:31]=[CH:30][C:28]=2[N:29]=1>C(OCC)(=O)C>[ClH:24].[O:26]1[C:27]2[CH:33]=[CH:32][CH:31]=[CH:30][C:28]=2[N:29]=[C:25]1[NH:6][C:7]1[CH:8]=[C:9]2[C:14](=[CH:15][CH:16]=1)[CH2:13][NH:12][CH2:11][CH2:10]2 |f:4.5|. Procedure: A 1-butanol (10 mL) solution of 6-amino-2N-Boc-1,2,3,4-tetrahydroisoquinoline (1.00 g) and 2-chlorobenzoxazole (0.50 mL) was heated to reflux for 11 hours, then cooled to room temperature, and then diluted with ethyl acetate. The precipitate was collected by filtration, then washed with ethyl acetate, and dried under reduced pressure to obtain the title compound (791 mg, 65%) as a beige solid. Starting materials: C[O-].[Na+] (NaOMe), solution, C(C)OC(CC1=NC(=CC2=CC=CC=C12)N1CCN(C2(CC2)C1)CC1=CC=CC=C1)=O ([3-(4-Benzyl-4,7-diaza-spiro[2.5]oct-7-yl)-isoquinolin-1-yl]-acetic acid ethyl ester), CN(C)C=O (DMF), C(=O)N (Formamide), O (water). Run in CO (MeOH), CCOC(=O)C (EtOAc). Conditions: temperature 105 celsius, time 30 minute. Yields the product C1CC12NCCN(C2)C=2N=C(C1=CC=CC=C1C2)C=2C(NC(C2C2=CNC1=C(C=CC=C21)C)=O)=O (3-[3-(4,7-Diaza-spiro[2.5]oct-7-yl)isoquinolin-1-yl]-4-(7-methyl-1H-Indol-3-yl)-pyrrole-2,5-dione). RXN SMILES: C(O[C:4](=[O:31])[CH2:5][C:6]1[C:15]2[C:10](=[CH:11][CH:12]=[CH:13][CH:14]=2)[CH:9]=[C:8]([N:16]2[CH2:23][C:20]3([CH2:22][CH2:21]3)[N:19](CC3C=CC=CC=3)[CH2:18][CH2:17]2)[N:7]=1)C.[CH:32]([NH2:34])=[O:33].C[O-].[Na+].O.[CH3:39][N:40]([CH:42]=O)C>CO.CCOC(C)=O>[CH2:21]1[C:20]2([CH2:23][N:16]([C:8]3[N:7]=[C:6]([C:5]4[C:4](=[O:31])[NH:34][C:32](=[O:33])[C:14]=4[C:13]4[C:12]5[C:39](=[C:6]([CH3:5])[CH:15]=[CH:10][CH:11]=5)[NH:40][CH:42]=4)[C:15]4[C:10]([CH:9]=3)=[CH:11][CH:12]=[CH:13][CH:14]=4)[CH2:17][CH2:18][NH:19]2)[CH2:22]1 |f:2.3|. Procedure details: [3-(4-Benzyl-4,7-diaza-spiro[2.5]oct-7-yl)-isoquinolin-1-yl]-acetic acid ethyl ester (700 mg, 1.68 mmol) is dissolved in dry DMF under an atmosphere of argon. Formamide (224 μl, 254 mg, 5.64 mmol) is added, and the reaction mixture is heated to 105° C. At this temperature, NaOMe (312 μl of a 5.4 M solution in MeOH, 91 mg, 1.68 mmol) is added dropwise during 20 minutes. After 30 minutes at 105° C., TLC analysis indicates complete conversion of starting material. Cooling the reaction mixture to RT... The reactants are CC(C)C(=O)Cl, CC(=O)O, CC(NO)c1cc(C(C)(C)C)c(O)c(C(C)(C)C)c1, CC(=O)[O-], [Na+], C1COCCO1, O. Yields the product CC(C)C(=O)N(O)C(C)c1cc(C(C)(C)C)c(O)c(C(C)(C)C)c1. As a reaction SMILES: [C:29]([CH:30]([CH3:31])[CH3:32])(=[O:33])[Cl:34].[C:6]([OH:7])(=[O:8])[CH3:9].[CH3:10][C:11]([CH3:12])([CH3:13])[c:14]1[c:15]([OH:28])[c:16]([C:24]([CH3:25])([CH3:26])[CH3:27])[cH:17][c:18]([CH:20]([CH3:21])[NH:22][OH:23])[cH:19]1.[CH3:2][C:3](=[O:4])[O-:5].[Na+:1].[O:36]1[CH2:37][CH2:38][O:39][CH2:40][CH2:41]1.[OH2:35]>>[CH3:10][C:11]([CH3:12])([CH3:13])[c:14]1[c:15]([OH:28])[c:16]([C:24]([CH3:25])([CH3:26])[CH3:27])[cH:17][c:18]([CH:20]([CH3:21])[N:22]([OH:23])[C:29]([CH:30]([CH3:31])[CH3:32])=[O:33])[cH:19]1. The reactants are C1(CC1)C1=NOC(=N1)C=1N=CC=2NC3=CC=CC=C3C2C1 (3-(3-Cyclopropyl-1,2,4-oxadiazol-5-yl)-9H-β-carboline), [H-].[Na+] (NaH), BrCCCCl (1-bromo-3-chloropropane). The solvent is CN(C)C=O (DMF). Yields the product ClCCCN1C2=CC=CC=C2C=2C=C(N=CC12)C1=NC(=NO1)C1CC1 (9-(3-Chloro-1-propyl)-3-(3-cyclopropyl-1,2,4-oxadiazol-5-yl)-9H-β-carboline). Isolated yield 63.0%. As a reaction SMILES: [CH:1]1([C:4]2[N:8]=[C:7]([C:9]3[N:10]=[CH:11][C:12]4[NH:13][C:14]5[C:19]([C:20]=4[CH:21]=3)=[CH:18][CH:17]=[CH:16][CH:15]=5)[O:6][N:5]=2)[CH2:3][CH2:2]1.[H-].[Na+].Br[CH2:25][CH2:26][CH2:27][Cl:28]>CN(C=O)C>[Cl:28][CH2:27][CH2:26][CH2:25][N:13]1[C:12]2[CH:11]=[N:10][C:9]([C:7]3[O:6][N:5]=[C:4]([CH:1]4[CH2:3][CH2:2]4)[N:8]=3)=[CH:21][C:20]=2[C:19]2[C:14]1=[CH:15][CH:16]=[CH:17][CH:18]=2 |f:1.2|. Procedure details: The compound was synthesized by mixing (Compound 5) (1.0 g, 3.6 mmol), NaH (0.22 g, 4.3 mmol) and 1-bromo-3-chloropropane (0.68 g, 4.3 mmol)in DMF, in the same manner as illustrated in example 3, to give the title compound (0.76 g, 63%) as a white solid. M.p. 165°-169° C.